This data is from the Open Reaction Database (ORD), a public repository of structured organic reaction records. The task is: describe an organic reaction: reactants, conditions, products, and yield The reactants are O=C([O-])O, CN(C)C=O, ClCC1CC1, Fc1ccc(-n2nc(N3CCNCC3)c3ccccc32)cc1, [Na+], O. The product is Fc1ccc(-n2nc(N3CCN(CC4CC4)CC3)c3ccccc32)cc1. RXN SMILES: [C:23](=[O:24])([OH:25])[O-:26].[CH3:33][N:34]([CH3:35])[CH:36]=[O:37].[Cl:28][CH2:29][CH:30]1[CH2:31][CH2:32]1.[F:1][c:2]1[cH:3][cH:4][c:5](-[n:8]2[n:9][c:10]([N:17]3[CH2:18][CH2:19][NH:20][CH2:21][CH2:22]3)[c:11]3[cH:12][cH:13][cH:14][cH:15][c:16]23)[cH:6][cH:7]1.[Na+:27].[OH2:38]>>[F:1][c:2]1[cH:3][cH:4][c:5](-[n:8]2[n:9][c:10]([N:17]3[CH2:18][CH2:19][N:20]([CH2:29][CH:30]4[CH2:31][CH2:32]4)[CH2:21][CH2:22]3)[c:11]3[cH:12][cH:13][cH:14][cH:15][c:16]23)[cH:6][cH:7]1. Reactants: C1=C(C=CC=2C(C3=C(C=CC21)C=CC=C3)=O)C(C#N)C (2-(5H-dibenzo[a,d]cyclohepten-5-on-2-yl)propionitrile), C1=C(C=CC=2C(C3=C(C=CC21)C=CC=C3)=O)CC#N (2-(5H-dibenzo[a,d]cyclohepten-5-on-2-yl)acetonitrile), Cl (hydrochloric acid), C1=C(C=CC=2C(C3=C(C=CC21)C=CC=C3)=O)C(C(=O)O)C (2-(5H-dibenzo[a,d]cyclohepten-5-on-2-yl)propionic acid). The solvent is CC(=O)C.CCCCCC (acetone hexane), C(C)(=O)O (acetic acid), O (water), CCOCC (ether), C(Cl)(Cl)Cl.CCCCCC (chloroform hexane). Yields the product C1=C(C=CC=2C(C3=C(C=CC21)C=CC=C3)=O)CC(=O)O (2-(5H-dibenzo[a,d]cyclohepten-5-on-2-yl)acetic acid). As a reaction SMILES: C1C2C=CC3C=CC=CC=3C(=O)C=2C=CC=1C(C)C#N.Cl.[CH:22]1[C:32]2[CH:31]=[CH:30][C:29]3[CH:33]=[CH:34][CH:35]=[CH:36][C:28]=3[C:27](=[O:37])[C:26]=2[CH:25]=[CH:24][C:23]=1[CH:38](C)[C:39]([OH:41])=[O:40].C1C2C=CC3C=CC=CC=3C(=O)C=2C=CC=1CC#N>CC(C)=O.CCCCCC.C(Cl)(Cl)Cl.CCCCCC.O.CCOCC.C(O)(=O)C>[CH:22]1[C:32]2[CH:31]=[CH:30][C:29]3[CH:33]=[CH:34][CH:35]=[CH:36][C:28]=3[C:27](=[O:37])[C:26]=2[CH:25]=[CH:24][C:23]=1[CH2:38][C:39]([OH:41])=[O:40] |f:4.5,6.7|. Procedure details: 3.4 Gm. of 2-(5H-dibenzo[a,d]cyclohepten-5-on-2-yl)propionitrile is refluxed for 90 minutes in a mixture of 210 ml. of acetic acid and 300 ml. of concentrated hydrochloric acid. The mixture is cooled and ether and water are added. The organic layer is washed, dried and evaporated to give 3.4 gm., 93%, of 2-(5H-dibenzo[a,d]cyclohepten-5-on-2-yl)propionic acid, m.p. (chloroform-hexane) 138°-139° C.; m.p. (acetone-hexane) 113°-115° C. Use of 2-(5H-dibenzo[a,d]cyclohepten-5-on-2-yl)acetonitrile give... Reactants: FC(C(=O)O)(F)F (Trifluoroacetic acid), COCOCCC1CN2C(O1)=NC(=C2)[N+](=O)[O-] (2-(2-methoxymethoxyethyl)-6-nitro-2,3-dihydroimidazo[2,1-b]oxazole). Solvent: C(Cl)Cl (methylene chloride). Conditions: time 8 hour. The product is OCCC1CN2C(O1)=NC(=C2)[N+](=O)[O-] (2-(2-hydroxyethyl)-6-nitro-2,3-dihydroimidazo[2,1-b]oxazole). Yield: 67.2%. As a reaction SMILES: FC(F)(F)C(O)=O.COC[O:11][CH2:12][CH2:13][CH:14]1[O:18][C:17]2=[N:19][C:20]([N+:22]([O-:24])=[O:23])=[CH:21][N:16]2[CH2:15]1>C(Cl)Cl>[OH:11][CH2:12][CH2:13][CH:14]1[O:18][C:17]2=[N:19][C:20]([N+:22]([O-:24])=[O:23])=[CH:21][N:16]2[CH2:15]1. Reported procedure: Trifluoroacetic acid (2 ml) was added to a solution of 2-(2-methoxymethoxyethyl)-6-nitro-2,3-dihydroimidazo[2,1-b]oxazole prepared in Example 25 (0.2 g, 0.822 mmol) in methylene chloride (10 ml) followed by stirring at room temperature overnight. The mixture was concentrated under reduced pressure, and the residue was purified by silica gel column chromatography (methylene chloride/methanol=100/1), and crystallized from methanol-diisopropyl ether to afford 2-(2-hydroxyethyl)-6-nitro-2,3-dihydroi... The reactants are C(C)(=O)OC(C)=O (acetic anhydride), C(CCCCCCCCCCC)N1CCC(CC1)C(CNC)(C)C (1-dodecyl-N,β,β-trimethyl-4-piperidineethanamine), CC1=CC=C(C=C1)S(=O)(=O)[O-] (4-methylbenzene sulphonate), [OH-].[Na+] (sodium hydroxide). The solvent is ClCCl (dichloromethane), C(C)N(CC)CC (N,N-diethylethanamine). Conditions: time 12 hour. Yields the product CN(C(C)=O)CC(C)(C1CCN(CC1)CCCCCCCCCCCC)C (N-methyl-N-[2-methyl-2-[(1-dodecyl)-4-piperidinyl]propyl]acetamide). Isolated yield 95.2%. RXN SMILES: C(O[C:5](=[O:7])[CH3:6])(=O)C.[CH2:8]([N:20]1[CH2:25][CH2:24][CH:23]([C:26]([CH3:31])([CH3:30])[CH2:27][NH:28][CH3:29])[CH2:22][CH2:21]1)[CH2:9][CH2:10][CH2:11][CH2:12][CH2:13][CH2:14][CH2:15][CH2:16][CH2:17][CH2:18][CH3:19].[OH-].[Na+].CC1C=CC(S([O-])(=O)=O)=CC=1>ClCCl.C(N(CC)CC)C>[CH3:29][N:28]([CH2:27][C:26]([CH3:31])([CH:23]1[CH2:24][CH2:25][N:20]([CH2:8][CH2:9][CH2:10][CH2:11][CH2:12][CH2:13][CH2:14][CH2:15][CH2:16][CH2:17][CH2:18][CH3:19])[CH2:21][CH2:22]1)[CH3:30])[C:5](=[O:7])[CH3:6] |f:2.3|. Reported procedure: 3.4 ml (3.6×10-2 mole) of acetic anhydride was added to a solution of 8 g (2.4×10-2 mole) of 1-dodecyl-N,β,β-trimethyl-4-piperidineethanamine in 100 ml of dichloromethane and 16.8 ml of N,N-diethylethanamine. The reaction mixture was stirred for 12 hours at room temperature. The solution was poured into a 1N sodium hydroxide solution and extracted with trichloromethane. The organic phase was washed with water, dried and filtered and the solvents were evaporated off under reduced pressure. 8.7 g ... As a reaction SMILES: [Cl:1][C:2]1[CH:3]=[C:4]([C@H:9]2[C:18]3[C:13](=[CH:14][CH:15]=[CH:16][CH:17]=3)[C:12](=[O:19])/[C:11](=[CH:20]/[CH3:21])/[CH2:10]2)[CH:5]=[CH:6][C:7]=1[Cl:8].[CH3:22][NH2:23].[BH4-].[Na+]>C1COCC1>[Cl:1][C:2]1[CH:3]=[C:4]([C@H:9]2[C:18]3[C:13](=[CH:14][CH:15]=[CH:16][CH:17]=3)[CH:12]([OH:19])[CH:11]([CH:20]([NH:23][CH3:22])[CH3:21])[CH2:10]2)[CH:5]=[CH:6][C:7]=1[Cl:8] |f:2.3|. The product is ClC=1C=C(C=CC1Cl)[C@@H]1CC(C(C2=CC=CC=C12)O)C(C)NC ((4S)-4-(3,4-dichlorophenyl)-2-(1-(methylamino)ethyl)-1,2,3,4tetrahydronaphthalen-1-ol). Conditions: time 3 hour. Reported procedure: To a solution of 42 (0.80 g, 2.52 mmol) in THF (10 mL) at ambient temperature was added methylamine solution (2.0 M in THF, 3.78 mL, 7.56 mmol). The reaction mixture was stirred for 4 h before NaBH4 (0.44 g, 11.49) was added. The reaction mixture was stirred for 3 h before being quenched by a saturated solution of NH4Cl (10 mL). The product was extracted with diethyl ether, dried and concentrated. The residue was purified by silica gel column chromatography (ethyl acetate/hexane/0.1% DEA=1 :7 to... Yield: 55.9%. Reactants: ClC=1C=C(C=CC1Cl)[C@@H]1C\C(\C(C2=CC=CC=C12)=O)=C/C ((S,E)-4-(3,4-dichlorophenyl)-2-ethylidene-3,4-dihydronaphthalen-1(2H)-one), CN (methylamine), [BH4-].[Na+] (NaBH4). The solvent is C1CCOC1 (THF).